From a dataset of the Open Reaction Database (ORD), a public repository of structured organic reaction records. describe an organic reaction: reactants, conditions, products, and yield Starting materials: CCO (EtOH), C(CCCCCCCCCCC)SC(CC(=O)C1C(C=CCC1(C)C)C)C (3-(dodecylthio)-1-(2,6,6-trimethyl-3-cyclohexen-1-yl)-1-butanone), NaIO4. Run in CO (MeOH), O (H2O). Reaction conditions: time 15 hour. Product: C(CCCCCCCCCCC)S(=O)C(CC(=O)C1C(C=CCC1(C)C)C)C (3-(dodecylsulfinyl)-1-(2,6,6-trimethyl-3-cyclohexen-1-yl)-1-butanone). The yield is 38.0%. Reaction SMILES: [CH2:1]([S:13][CH:14]([CH3:27])[CH2:15][C:16]([CH:18]1[C:23]([CH3:25])([CH3:24])[CH2:22][CH:21]=[CH:20][CH:19]1[CH3:26])=[O:17])[CH2:2][CH2:3][CH2:4][CH2:5][CH2:6][CH2:7][CH2:8][CH2:9][CH2:10][CH2:11][CH3:12].CC[OH:30]>CO.O>[CH2:1]([S:13]([CH:14]([CH3:27])[CH2:15][C:16]([CH:18]1[C:23]([CH3:24])([CH3:25])[CH2:22][CH:21]=[CH:20][CH:19]1[CH3:26])=[O:17])=[O:30])[CH2:2][CH2:3][CH2:4][CH2:5][CH2:6][CH2:7][CH2:8][CH2:9][CH2:10][CH2:11][CH3:12]. Procedure details: A solution of 3-(dodecylthio)-1-(2,6,6-trimethyl-3-cyclohexen-1-yl)-1-butanone (2.00 g; 5.10 mmol) in MeOH (20 ml) was added at 0° C. to a solution of NaIO4 (1.14 g, 5.30 mmol) in H2O (11 ml). The temperature was brought to room temperature and EtOH (30 ml) was added. The suspension was stirred for 15 h and title compound extracted (ether/brine). The organic phase was washed with aqueous NaHSO3, H2O, saturated aqueous NaHCO3, then brine, dried over Na2SO4, and concentrated. (16.2 g). Flash chrom... The reactants are ClC(=O)OC1=CC=CC=C1 (phenyl chloroformate), Cl.C(CC)S(=O)(=O)CC=1N=C(SC1)N (4-(propylsulfonylmethyl)thiazol-2-amine HCl-salt). Reagents/catalysts: CN(C)C=1C=CN=CC1 (DMAP). The solvent is C1CCOC1 (THF), N1=CC=CC=C1 (pyridine). Reaction conditions: time 8 hour. Yields the product C1(=CC=CC=C1)OC(NC=1SC=C(N1)CS(=O)(=O)CCC)=O ([4-(Propane-1-sulfonylmethyl)-thiazol-2-yl]-carbamic acid phenyl ester). The yield is 51.0%. Reaction SMILES: Cl.[CH2:2]([S:5]([CH2:8][C:9]1[N:10]=[C:11]([NH2:14])[S:12][CH:13]=1)(=[O:7])=[O:6])[CH2:3][CH3:4].Cl[C:16]([O:18][C:19]1[CH:24]=[CH:23][CH:22]=[CH:21][CH:20]=1)=[O:17]>CN(C1C=CN=CC=1)C.N1C=CC=CC=1.C1COCC1>[C:19]1([O:18][C:16](=[O:17])[NH:14][C:11]2[S:12][CH:13]=[C:9]([CH2:8][S:5]([CH2:2][CH2:3][CH3:4])(=[O:6])=[O:7])[N:10]=2)[CH:24]=[CH:23][CH:22]=[CH:21][CH:20]=1 |f:0.1|. Reported procedure: To a cooled (0° C.) solution of 4-(propylsulfonylmethyl)thiazol-2-amine HCl-salt (3.99 g, 15.5 mmol) and DMAP (5 mol %, 95 mg) in pyridine (30 mL) was added a solution of phenyl chloroformate (1 eq, 1.96 mL) in THF (30 mL) drop wise. The reaction mixture was stirred at room temperature overnight and poured onto ice/water. The mixture was allowed to warm to room temperature and the solids were filtered off. The solids were washed with water, 10% aq. sodium bicarbonate, and dried in vacuo affordin... Reactants: [BH4-], CO, COC(=O)c1nn(-c2ccccc2)c(=O)c2c1c1cc(Cl)ccc1n2C, ClCCl, Cl, [Na+], C1CCOC1. Yields the product Cn1c2ccc(Cl)cc2c2c(CO)nn(-c3ccccc3)c(=O)c21. Reaction SMILES: [BH4-:27].[CH3:29][OH:30].[Cl:1][c:2]1[cH:3][c:4]2[c:5]3[c:6]([n:7]([CH3:11])[c:8]2[cH:9][cH:10]1)[c:12](=[O:26])[n:13](-[c:20]1[cH:21][cH:22][cH:23][cH:24][cH:25]1)[n:14][c:15]3[C:16](=[O:17])[O:18][CH3:19].[Cl:37][CH2:38][Cl:39].[ClH:31].[Na+:28].[O:32]1[CH2:33][CH2:34][CH2:35][CH2:36]1>>[Cl:1][c:2]1[cH:3][c:4]2[c:5]3[c:6]([n:7]([CH3:11])[c:8]2[cH:9][cH:10]1)[c:12](=[O:26])[n:13](-[c:20]1[cH:21][cH:22][cH:23][cH:24][cH:25]1)[n:14][c:15]3[CH2:16][OH:17]. Starting materials: crude product, ClC1=C(OCCCCCOCC=O)C(=CC(=C1)OCC=C(Cl)Cl)Cl (5-(2,6-dichloro-4-(3,3-dichloro-2-propenyloxy)phenoxy)pentyloxyacetaldehyde), Cl (hydrochloric acid), Cl.C(C)(C)(C)ON (O-tert-butylhydroxylamine hydrochloride). Solvent: N1=CC=CC=C1 (pyridine). Conditions: time 24 hour. The product is C(C)(C)(C)ON=CCOCCCCCOC1=C(C=C(C=C1Cl)OCC=C(Cl)Cl)Cl (5-(2,6-dichloro-4-(3,3-dichloro-2-propenyloxy)phenoxy)pentyloxyacetaldehyde O-tert-butyloxime). Yield: 91.5%. As a reaction SMILES: [Cl:1][C:2]1[CH:17]=[C:16]([O:18][CH2:19][CH:20]=[C:21]([Cl:23])[Cl:22])[CH:15]=[C:14]([Cl:24])[C:3]=1[O:4][CH2:5][CH2:6][CH2:7][CH2:8][CH2:9][O:10][CH2:11][CH:12]=O.Cl.[C:26]([O:30][NH2:31])([CH3:29])([CH3:28])[CH3:27].Cl>N1C=CC=CC=1>[C:26]([O:30][N:31]=[CH:12][CH2:11][O:10][CH2:9][CH2:8][CH2:7][CH2:6][CH2:5][O:4][C:3]1[C:14]([Cl:24])=[CH:15][C:16]([O:18][CH2:19][CH:20]=[C:21]([Cl:22])[Cl:23])=[CH:17][C:2]=1[Cl:1])([CH3:29])([CH3:28])[CH3:27] |f:1.2|. Procedure details: To a mixture of 0.42 g of 5-(2,6-dichloro-4-(3,3-dichloro-2-propenyloxy)phenoxy)pentyloxyacetaldehyde and 10 ml of pyridine was added 0.13 g of O-tert-butylhydroxylamine hydrochloride. After stirring at room temperature for 24 hours, the reaction mixture was poured into diluted hydrochloric acid, and extracted twice with diethyl ether. The diethyl ether layers were combined, washed with water, dried over anhydrous magnesium sulfate, and concentrated to give a crude product. This crude product wa... Starting materials: C(C)(C)(C)OC(N[C@@H](C)C(NCC(C)=O)=O)=O ((1S)-[1-(2-oxo-propylcarbamoyl)-ethyl]-carbamic acid tertbutyl ester), FC(C(=O)O)(F)F (trifluoroacetic acid). Solvent: C(Cl)Cl (methylene chloride). Conditions: time 24 hour. Yields the product C[C@H]1C(NCC(N1)C)=O ((3S, 5RS)-3,5-dimethyl-piperazin-2-one). As a reaction SMILES: C(OC(=O)[NH:7][C@H:8]([C:10](=[O:16])[NH:11][CH2:12][C:13](=O)[CH3:14])[CH3:9])(C)(C)C.FC(F)(F)C(O)=O>C(Cl)Cl>[CH3:9][C@@H:8]1[NH:7][CH:13]([CH3:14])[CH2:12][NH:11][C:10]1=[O:16]. Procedure details: (1S)-[1-(2-oxo-propylcarbamoyl)-ethyl]-carbamic acid tertbutyl ester (5.93 g, 24.3 mmol) is stirred in a solution of 30% trifluoroacetic acid in methylene chloride (100 mL) for three hours. The solvents are removed in vacuo. The residue is dissolved in 50 mL of MeOH and transferred to a par bottle. Palladium on carbon (10%, 1.0 g) is added, and the mixture is hydrogenated under pressure for 24 hours. The catalyst is filtered off; the MeOH is removed in vacuo to afford (3S, 5RS)-3,5-dimethyl-pipe... Reactants: aldehyde, C1(=CC=CC=C1)C#C (phenylacetylene), CCCCCCCCCCC (n-undecane), sapphire, C(=O)=O (CO2), Rh(acac)(CO)2, P([O-])([O-])[O-] (phosphite). The solvent is stainless steel. Run at temperature -60 celsius, time 20 hour. Yields the product C=CC1=CC=CC=C1 (styrene), C1(=CC=CC=C1)C#C (phenylacetylene). As a reaction SMILES: P([O-])([O-])[O-].[C:5]1([C:11]#[CH:12])[CH:10]=[CH:9][CH:8]=[CH:7][CH:6]=1.CCC[CH2:16][CH2:17][CH2:18][CH2:19][CH2:20][CH2:21][CH2:22][CH3:23].C(=O)=O>>[CH2:12]=[CH:11][C:5]1[CH:10]=[CH:9][CH:8]=[CH:7][CH:6]=1.[C:18]1([C:17]#[CH:16])[CH:19]=[CH:20][CH:21]=[CH:22][CH:23]=1. Procedure details: To a 300 mL stainless steel autoclave equipped with two sapphire windows containing Rh(acac)(CO)2 (10.4 mg, 4×10-2 mmol) and phosphite ligand MCP-1 (8×10-2 mmol) was added phenylacetylene (204 mg, 2.0 mmol) and n-undecane (156 mg, 1.0 mmol) (the internal standard for GC analysis). The air was replaced by CO through pressurization (2-3 atm) and release for 2-3 times, and CO (7 atm) was introduced followed by H2 (14 atm). The reaction vessel was cooled to -60° C. and CO2 (78 atm) was introduced. T... Reactants: ClC1=C(C=C(C=C1)C1=NN=C(C2=CC=CC=C12)NC1=CC=C(C=C1)OC1=CC=NC2=CC(=CN=C12)OC)OCCSC (4-(4-Chloro-3-(2-(methylthio)ethoxy)phenyl)-N-(4-(7-methoxy-1,5-naphthyridin-4-yloxy)phenyl)phthalazin-1-amine), OOS(=O)[O-].[K+] (oxone), CO.O (MeOH water). Run at time 3 hour. Yields the product ClC1=C(C=C(C=C1)C1=NN=C(C2=CC=CC=C12)NC1=CC=C(C=C1)OC1=CC=NC2=CC(=CN=C12)OC)OCCS(=O)(=O)C (4-(4-Chloro-3-(2-(methylsulfonyl)ethoxy)phenyl)-N-(4-(7-methoxy-1,5-naphthyridin-4-yloxy)phenyl)phthalazin-1-amine). Reaction SMILES: [Cl:1][C:2]1[CH:7]=[CH:6][C:5]([C:8]2[C:17]3[C:12](=[CH:13][CH:14]=[CH:15][CH:16]=3)[C:11]([NH:18][C:19]3[CH:24]=[CH:23][C:22]([O:25][C:26]4[C:35]5[C:30](=[CH:31][C:32]([O:36][CH3:37])=[CH:33][N:34]=5)[N:29]=[CH:28][CH:27]=4)=[CH:21][CH:20]=3)=[N:10][N:9]=2)=[CH:4][C:3]=1[O:38][CH2:39][CH2:40]SC.O[O:44][S:45]([O-:47])=O.[K+].[CH3:49]O.O>>[Cl:1][C:2]1[CH:7]=[CH:6][C:5]([C:8]2[C:17]3[C:12](=[CH:13][CH:14]=[CH:15][CH:16]=3)[C:11]([NH:18][C:19]3[CH:24]=[CH:23][C:22]([O:25][C:26]4[C:35]5[C:30](=[CH:31][C:32]([O:36][CH3:37])=[CH:33][N:34]=5)[N:29]=[CH:28][CH:27]=4)=[CH:21][CH:20]=3)=[N:10][N:9]=2)=[CH:4][C:3]=1[O:38][CH2:39][CH2:40][S:45]([CH3:49])(=[O:47])=[O:44] |f:1.2,3.4|. Procedure details: 4-(4-Chloro-3-(2-(methylthio)ethoxy)phenyl)-N-(4-(7-methoxy-1,5-naphthyridin-4-yloxy)phenyl)phthalazin-1-amine (150 mg, 252 μmol) and oxone (464 mg, 755 μmol) were combined in 3:1 MeOH/water (20 ml) and stirred for 3 h. The mixture was then concentrated to remove methanol, then extracted with DCM, dried with sat. sodium bicarb., and concentrated. The crude material was then purified by chromatography using 0 to 100% 90/10/1 in DCM, followed by reverse phase chromatography to provide the titled c... Run at temperature 100 celsius, time 5 minute. Reactants: Cl.N[C@@H]1CN(CC1)C=1C(=CN2C(C(=CC(=C2C1C)C1CC1)C(=O)O)=O)F (8-(3(S)-aminopyrrolidinyl)-1-cyclopropyl-7-fluoro-9-methyl-4-oxo-4H-quinolizine-3-carboxylic Acid Hydrochloride), C(C)(=O)[O-].[Na+] (sodium acetate), COC1(OCCC1)OC (dimethoxytetrahydrofuran). The solvent is C(C)(=O)OCC (ethyl acetate). RXN SMILES: Cl.[NH2:2][C@H:3]1[CH2:7][CH2:6][N:5]([C:8]2[C:9]([F:26])=[CH:10][N:11]3[C:16]([C:17]=2[CH3:18])=[C:15]([CH:19]2[CH2:21][CH2:20]2)[CH:14]=[C:13]([C:22]([OH:24])=[O:23])[C:12]3=[O:25])[CH2:4]1.C([O-])(=O)C.[Na+].CO[C:34]1(OC)[CH2:38][CH2:37][CH2:36]O1>C(OCC)(=O)C>[CH:19]1([C:15]2[CH:14]=[C:13]([C:22]([OH:24])=[O:23])[C:12](=[O:25])[N:11]3[C:16]=2[C:17]([CH3:18])=[C:8]([N:5]2[CH2:6][CH2:7][C@H:3]([N:2]4[CH:34]=[CH:38][CH:37]=[CH:36]4)[CH2:4]2)[C:9]([F:26])=[CH:10]3)[CH2:20][CH2:21]1 |f:0.1,2.3|. Reported procedure: A mixture of 25 mg 8-(3(S)-aminopyrrolidinyl)-1-cyclopropyl-7-fluoro-9-methyl-4-oxo-4H-quinolizine-3-carboxylic acid hydrochloride (from Example 257) and 40 mg of sodium acetate in 0.7 mL of ethyl acetate was heated to 100° C. To this solution was added 0.009 mL of dimethoxytetrahydrofuran dropwise, and the reaction was stirred at 110° C. for 5 min, then quenched by addition of water. The mixture was extracted twice with methylene chloride, and the extract was washed with water, dried over MgSO4... The product is C1(CC1)C=1C=C(C(N2C=C(C(=C(C12)C)N1C[C@H](CC1)N1C=CC=C1)F)=O)C(=O)O (1-cyclopropyl-7-fluoro-9-methyl-4-oxo-8-(3(S)-(1-pyrrolyl)-1-pyrrolidinyl)-4H-quinolizine-3-carboxylic Acid).